Dataset: the Open Reaction Database (ORD), a public repository of structured organic reaction records. Task: describe an organic reaction: reactants, conditions, products, and yield Reactants: COC(C1=CC(=CC=C1)NC(CN1C(N(C2=C(C(=N1)C1CCCCC1)C=CC=C2)CC(C(C)(C)C)=O)=O)=O)=O (3-{2-[5-Cyclohexyl-1-(3,3-dimethyl-2-oxo-butyl)-2-oxo-1,2-dihydro-3H-1,3,4-benzotriazepin-3-yl]-acetylamino}-benzoic acid methyl ester), C(C)(C)(C)OC(CN1N=C2C=CC=C(C2=C1)N)=O ((4-amino-indazol-2-yl)-acetic acid tert-butyl ester). Product: C(C)(C)(C)OC(CN1N=CC2=C(C=CC=C12)NC(CN1C(N(C2=C(C(=N1)C1CCCCC1)C=CC=C2)CC(C(C)(C)C)=O)=O)=O)=O ((4-{2-[5-cyclohexyl-1-(3,3-dimethyl-2-oxo-butyl)-2-oxo-1,2-dihydro-3H-1,3,4-benzotriazepin-3-yl]-acetylamino}-indazol-1-yl)-acetic acid tert-butyl ester). As a reaction SMILES: COC(=O)[C:4]1[CH:9]=[CH:8][CH:7]=[C:6]([NH:10][C:11](=[O:38])[CH2:12][N:13]2[N:19]=[C:18]([CH:20]3[CH2:25][CH2:24][CH2:23][CH2:22][CH2:21]3)[C:17]3[CH:26]=[CH:27][CH:28]=[CH:29][C:16]=3[N:15]([CH2:30][C:31](=[O:36])[C:32]([CH3:35])([CH3:34])[CH3:33])[C:14]2=[O:37])[CH:5]=1.[C:40]([O:44][C:45](=[O:57])[CH2:46][N:47]1C=C2[C:49](C=CC=C2N)=[N:48]1)([CH3:43])([CH3:42])[CH3:41]>>[C:40]([O:44][C:45](=[O:57])[CH2:46][N:47]1[C:4]2[C:5](=[C:6]([NH:10][C:11](=[O:38])[CH2:12][N:13]3[N:19]=[C:18]([CH:20]4[CH2:21][CH2:22][CH2:23][CH2:24][CH2:25]4)[C:17]4[CH:26]=[CH:27][CH:28]=[CH:29][C:16]=4[N:15]([CH2:30][C:31](=[O:36])[C:32]([CH3:34])([CH3:33])[CH3:35])[C:14]3=[O:37])[CH:7]=[CH:8][CH:9]=2)[CH:49]=[N:48]1)([CH3:43])([CH3:42])[CH3:41]. Reported procedure: The title compound was obtained as the trifluoroacetate salt by the method used in the preparation of 3-{2-[5-cyclohexyl-1-(3,3-dimethyl-2-oxo-butyl)-2-oxo-1,2-dihydro-3H-1,3,4-benzotriazepin-3-yl]-acetylamino}-benzoic acid methyl ester (Example 1), except that (4-amino-indazol-2-yl)-acetic acid tert-butyl ester (prepared in two steps from 4-nitro-indazole) was used instead of 3-amino-benzoic acid methyl ester in step e, followed by reaction of the product obtained, in place of (4-{2-[5-cyclohex... Starting materials: C(CCC)NC=1C=C(C=NO)C=C(C1OC1=CC=CC=C1)S(N)(=O)=O (3-n-butylamino-4-phenoxy-5-sulfamylbenzaldoxime), stannous chloride dihydrate, Cl (hydrochloric acid). Solvent: C(C)(=O)O (acetic acid). Product: Cl.C(CCC)NC=1C=C(CN)C=C(C1OC1=CC=CC=C1)S(N)(=O)=O (3-n-Butylamino-4-phenoxy-5-sulfamylbenzylamine hydrochloride). RXN SMILES: [CH2:1]([NH:5][C:6]1[CH:7]=[C:8]([CH:12]=[C:13]([S:22](=[O:25])(=[O:24])[NH2:23])[C:14]=1[O:15][C:16]1[CH:21]=[CH:20][CH:19]=[CH:18][CH:17]=1)[CH:9]=[N:10]O)[CH2:2][CH2:3][CH3:4].[ClH:26]>C(O)(=O)C>[ClH:26].[CH2:1]([NH:5][C:6]1[CH:7]=[C:8]([CH:12]=[C:13]([S:22](=[O:25])(=[O:24])[NH2:23])[C:14]=1[O:15][C:16]1[CH:17]=[CH:18][CH:19]=[CH:20][CH:21]=1)[CH2:9][NH2:10])[CH2:2][CH2:3][CH3:4] |f:3.4|. Reported procedure: A mixture of 3-n-butylamino-4-phenoxy-5-sulfamylbenzaldoxime (3.6 g), stannous chloride dihydrate (12 g), concentrated hydrochloric acid (25 ml) and acetic acid (50 ml) is heated on a steam-bath for 2-3 hours. After concentration in vacuo to about 50 ml, 3-n-butylamino-4-phenoxy-5-sulfamylbenzylamine hydrochloride starts to crystallize from the solution. After cooling, the hydrochloride is collected by filtration, washed with ethanol and dried in air. After recrystallization from 2-methoxyethano...